Dataset: the Open Reaction Database (ORD), a public repository of structured organic reaction records. Task: describe an organic reaction: reactants, conditions, products, and yield The reactants are ClC1=NC(=CC(=N1)OC1=CC=CC2=C1N=C(S2)NC(C)=O)C2=CC=C(C=C2)C(F)(F)F (N-{4-[2-chloro-6-(4-trifluoromethyl-phenyl)-pyrimidin-4-yloxy]-benzo[d]thiazol-2-yl}-acetamide), C(CCC)[Sn](CCCC)(CCCC)CO (tributylstannyl-methanol). The product is OCC1=NC(=CC(=N1)OC1=CC=CC2=C1N=C(S2)NC(C)=O)C2=CC=C(C=C2)C(F)(F)F (N-(4-(2-(Hydroxymethyl)-6-(4-(trifluoromethyl)phenyl)pyrimidin-4-yloxy)-benzo[d]thiazol-2-yl)acetamide). Reaction SMILES: Cl[C:2]1[N:7]=[C:6]([O:8][C:9]2[C:14]3[N:15]=[C:16]([NH:18][C:19](=[O:21])[CH3:20])[S:17][C:13]=3[CH:12]=[CH:11][CH:10]=2)[CH:5]=[C:4]([C:22]2[CH:27]=[CH:26][C:25]([C:28]([F:31])([F:30])[F:29])=[CH:24][CH:23]=2)[N:3]=1.C([Sn]([CH2:45][OH:46])(CCCC)CCCC)CCC>>[OH:46][CH2:45][C:2]1[N:7]=[C:6]([O:8][C:9]2[C:14]3[N:15]=[C:16]([NH:18][C:19](=[O:21])[CH3:20])[S:17][C:13]=3[CH:12]=[CH:11][CH:10]=2)[CH:5]=[C:4]([C:22]2[CH:27]=[CH:26][C:25]([C:28]([F:31])([F:30])[F:29])=[CH:24][CH:23]=2)[N:3]=1. Procedure: The reaction of N-{4-[2-chloro-6-(4-trifluoromethyl-phenyl)-pyrimidin-4-yloxy]-benzo[d]thiazol-2-yl}-acetamide (233 mg, 0.5 mmol, Example 7(d)) and tributylstannyl-methanol (322 mg, 1.0 mmol, prepared according to the procedure described in Synthetic Communication, 1994, 24, 1117-1120) under the conditions of Example 7(e) gave the title compound as a white amorphous solid. MS (ESI, pos. ion) m/z: 461 (M+1).